From a dataset of the Open Reaction Database (ORD), a public repository of structured organic reaction records. describe an organic reaction: reactants, conditions, products, and yield Product: C(C1=CC=CC=C1)OC[C@@H]1CN=C(O1)N ((S)-5-(benzyloxymethyl)-(4,5-dihydro-oxazol-2-yl)amine). Yield: 95.9%. Conditions: time 8 hour. Run in CO (methanol), CO (methanol). Starting materials: N#CN.[Na] (sodium hydrogen cyanamide), C(C1=CC=CC=C1)OC[C@H]1OC1 ((S)-2-benzyloxymethyl-oxirane). RXN SMILES: [N:1]#[C:2][NH2:3].[Na].[CH2:5]([O:12][CH2:13][C@@H:14]1[CH2:16][O:15]1)[C:6]1[CH:11]=[CH:10][CH:9]=[CH:8][CH:7]=1>CO>[CH2:5]([O:12][CH2:13][C@H:14]1[O:15][C:2]([NH2:3])=[N:1][CH2:16]1)[C:6]1[CH:11]=[CH:10][CH:9]=[CH:8][CH:7]=1 |f:0.1,^1:3|. Procedure details: To a vigorously stirred solution of sodium hydrogen cyanamide (1.95 g, 30.4 mmol) in methanol (30.5 mL) was added dropwise (S)-2-benzyloxymethyl-oxirane (5 g, 30.4 mmol) in methanol. The reaction mixture was stirred at room temperature overnight after which the reaction mixture was concentrated to remove methanol. Ethyl acetate was added (150 mL) along with 50 ml of water. The contents were transferred to a separatory funnel, the organic layer was removed, dried over Na2SO4 and concentrated unde... Reactants: COc1cc(CN2CCC(CCCO[Si](C)(C)C(C)(C)C)C2=O)cc(OC)c1OC, [Li]C(C)CC, Fc1ccc(CBr)cc1, C1CCOC1, O. Product: COc1cc(CN2CCC(CCCO[Si](C)(C)C(C)(C)C)(Cc3ccc(F)cc3)C2=O)cc(OC)c1OC. RXN SMILES: [CH3:1][O:2][c:3]1[cH:4][c:5]([CH2:6][N:7]2[C:8](=[O:23])[CH:9]([CH2:12][CH2:13][CH2:14][O:15][Si:16]([CH3:17])([CH3:18])[C:19]([CH3:20])([CH3:21])[CH3:22])[CH2:10][CH2:11]2)[cH:24][c:25]([O:29][CH3:30])[c:26]1[O:27][CH3:28].[CH:36]([Li:37])([CH2:38][CH3:39])[CH3:40].[F:41][c:42]1[cH:43][cH:44][c:45]([CH2:46][Br:47])[cH:48][cH:49]1.[O:31]1[CH2:32][CH2:33][CH2:34][CH2:35]1.[OH2:50]>>[CH3:1][O:2][c:3]1[cH:4][c:5]([CH2:6][N:7]2[C:8](=[O:23])[C:9]([CH2:12][CH2:13][CH2:14][O:15][Si:16]([CH3:17])([CH3:18])[C:19]([CH3:20])([CH3:21])[CH3:22])([CH2:46][c:45]3[cH:44][cH:43][c:42]([F:41])[cH:49][cH:48]3)[CH2:10][CH2:11]2)[cH:24][c:25]([O:29][CH3:30])[c:26]1[O:27][CH3:28]. Starting materials: N([C@@H](COCC1=CC=CC=C1)C(=O)N[C@@H](CC1=CC=CC=C1)C(=O)N[C@@H](C(C)C)C(=O)NC(C(=O)O)OC)C(=O)OC(C)(C)C (Boc-Ser(OBn)-Phe-Val-Gly(OMe)), [OH-].[Na+] (sodium hydroxide), CO (methanol). The solvent is O1CCOCC1 (dioxane). Yields the product N([C@@H](COCC1=CC=CC=C1)C(=O)N[C@@H](CC1=CC=CC=C1)C(=O)N[C@@H](C(C)C)C(=O)NCC(=O)O)C(=O)OC(C)(C)C (Boc-Ser(OBn)-Phe-Val-Gly). Reaction SMILES: [NH:1]([C:39]([O:41][C:42]([CH3:45])([CH3:44])[CH3:43])=[O:40])[C@H:2]([C:12]([NH:14][C@H:15]([C:23]([NH:25][C@H:26]([C:30]([NH:32][CH:33](OC)[C:34]([OH:36])=[O:35])=[O:31])[CH:27]([CH3:29])[CH3:28])=[O:24])[CH2:16][C:17]1[CH:22]=[CH:21][CH:20]=[CH:19][CH:18]=1)=[O:13])[CH2:3][O:4][CH2:5][C:6]1[CH:11]=[CH:10][CH:9]=[CH:8][CH:7]=1.[OH-].[Na+].CO>O1CCOCC1>[NH:1]([C:39]([O:41][C:42]([CH3:44])([CH3:43])[CH3:45])=[O:40])[C@H:2]([C:12]([NH:14][C@H:15]([C:23]([NH:25][C@H:26]([C:30]([NH:32][CH2:33][C:34]([OH:36])=[O:35])=[O:31])[CH:27]([CH3:29])[CH3:28])=[O:24])[CH2:16][C:17]1[CH:18]=[CH:19][CH:20]=[CH:21][CH:22]=1)=[O:13])[CH2:3][O:4][CH2:5][C:6]1[CH:7]=[CH:8][CH:9]=[CH:10][CH:11]=1 |f:1.2|. Reported procedure: Mix Boc-Ser(OBn)-Phe-Val-Gly(OMe), SEQ ID NO:23, (3.95 g, 6.45 mmol), 1 N sodium hydroxide (39 mL, 39 mmol), methanol (100 mL) and dioxane (60 mL). Stir at room temperature under a nitrogen atmosphere until hydrolysis is complete. Evaporate the solvent in vacuo and purify by silica gel chromatography (chloroform) to give Boc-Ser(OBn)-Phe-Val-Gly, SEQ ID NO:25, (3.32 g, 85.4%). Starting materials: N1CC(C1)C1=CC2=C(C=3N=C(SC3CCO2)C=2N(N=CN2)C(C)C)C=C1 (8-azetidin-3-yl-2-(2-isopropyl-2H-[1,2,4]triazol-3-yl)-4,5-dihydro-6-oxa-3-thia-1-aza-benzo[e]azulene), C([C@@H](O)C)(=O)O (L-(+)-lactic acid). Product: O[C@H](C(=O)N1CC(C1)C1=CC2=C(C=3N=C(SC3CCO2)C=2N(N=CN2)C(C)C)C=C1)C ((S)-2-Hydroxy-1-{3-[2-(2-isopropyl-2H-[1,2,4]triazol-3-yl)-4,5-dihydro-6-oxa-3-thia-1-aza-benzo[e]azulen-8-yl]-azetidin-1-yl}-propan-1-one). Reaction SMILES: [NH:1]1[CH2:4][CH:3]([C:5]2[CH:26]=[CH:25][C:8]3[C:9]4[N:10]=[C:11]([C:17]5[N:18]([CH:22]([CH3:24])[CH3:23])[N:19]=[CH:20][N:21]=5)[S:12][C:13]=4[CH2:14][CH2:15][O:16][C:7]=3[CH:6]=2)[CH2:2]1.[C:27](O)(=[O:31])[C@H:28]([CH3:30])[OH:29]>>[OH:29][C@@H:28]([CH3:30])[C:27]([N:1]1[CH2:4][CH:3]([C:5]2[CH:26]=[CH:25][C:8]3[C:9]4[N:10]=[C:11]([C:17]5[N:18]([CH:22]([CH3:24])[CH3:23])[N:19]=[CH:20][N:21]=5)[S:12][C:13]=4[CH2:14][CH2:15][O:16][C:7]=3[CH:6]=2)[CH2:2]1)=[O:31]. Reported procedure: Following the procedure for 318, 8-azetidin-3-yl-2-(2-isopropyl-2H-[1,2,4]triazol-3-yl)-4,5-dihydro-6-oxa-3-thia-1-aza-benzo[e]azulene free base 235 and L-(+)-lactic acid were reacted to give 323 isolated as an off-white solid after freeze-drying (42 mg, 29%). LCMS: RT=10.71 min, [M+H]+=440. 1H NMR δ (ppm) (CDCl3): 8.40-8.33 (1H, m), 7.90 (1H, s), 7.10 (1H, t, J=6.16 Hz), 6.99 (1H, d, J=8.83 Hz), 5.91-5.83 (1H, m), 4.62-4.36 (5H, m), 4.21 (3H, m), 4.18-4.08 (1H, m), 3.93-3.84 (1H, m), 3.40 (2H, ... The reactants are CCCCCCCCCCCCCCCC(=O)OC[C@H](COC(=O)CCC(=O)O)OC(=O)CCCCCCCCCCCCCCC (1,2-dipalmitoyl-sn-glycero-3-succinate), ON1C(CCC1=O)=O (N-hydroxy-succinimide), CN(C)C1=NC=CC=C1 (dimethylaminopyridine), C1(CCCCC1)N=C=NC1CCCCC1 (dicyclohexyl carbodiimide). The solvent is C(C)#N (acetonitrile), C(C)#N (acetonitrile). Run at time 5 hour. The product is C(=O)(NC1CCCCC1)NC1CCCCC1 (dicyclohexylurea). RXN SMILES: CCCCCCCCCCCCCCCC(OC[C@@H](OC(CCCCCCCCCCCCCCC)=O)COC(CCC(O)=O)=O)=[O:17].ON1C(=O)CCC1=O.CN(C1C=CC=CN=1)C.[CH:65]1([N:71]=[C:72]=[N:73][CH:74]2[CH2:79][CH2:78][CH2:77][CH2:76][CH2:75]2)[CH2:70][CH2:69][CH2:68][CH2:67][CH2:66]1>C(#N)C>[C:72]([NH:71][CH:65]1[CH2:66][CH2:67][CH2:68][CH2:69][CH2:70]1)([NH:73][CH:74]1[CH2:79][CH2:78][CH2:77][CH2:76][CH2:75]1)=[O:17]. Reported procedure: To a cooled (0 to 5° C.) solution of 1,2-dipalmitoyl-sn-glycero-3-succinate 66.8 mg, N-hydroxy-succinimide 11.5 mg, dimethylaminopyridine (DMAP) 2 mg and acetonitrile 40 mL in a 100 mL round bottom flask was added dropwise to a solution of dicyclohexyl carbodiimide (DCC) 20.6 mg in acetonitrile 10 mL. The resulting mixture was stirred for 5 hours. The solid material which formed during the reaction (dicyclohexylurea) was removed by filtration, and the filtrate was concentrated in vacuo to yield ...